From a dataset of the Open Reaction Database (ORD), a public repository of structured organic reaction records. describe an organic reaction: reactants, conditions, products, and yield Starting materials: O=C(O)c1ccc(Cl)nc1, Cl, C1CCOC1. Yields the product OCc1ccc(Cl)nc1. Reaction SMILES: [Cl:1][c:2]1[n:3][cH:4][c:5]([C:6](=[O:7])[OH:8])[cH:9][cH:10]1.[ClH:11].[O:12]1[CH2:13][CH2:14][CH2:15][CH2:16]1>>[Cl:1][c:2]1[n:3][cH:4][c:5]([CH2:6][OH:7])[cH:9][cH:10]1. Reactants: C1(O)=CC=C(O)C=C1 (hydroquinone), C(C)OCC (diethyl ether), [H-].[Na+] (sodium hydride), COCCl (methoxymethyl chloride). Run in CN(C)C=O (DMF), CN(C)C=O (DMF). Product: COCOC1=CC=C(C=C1)OCOC (1,4-Bis-methoxymethoxy-benzene). The yield is 63.0%. Reaction SMILES: [H-].[Na+].[C:3]1([CH:10]=[CH:9][C:7]([OH:8])=[CH:6][CH:5]=1)[OH:4].[CH3:11][O:12][CH2:13]Cl.[CH2:15]([O:17][CH2:18]C)C>CN(C=O)C>[CH3:11][O:12][CH2:13][O:4][C:3]1[CH:10]=[CH:9][C:7]([O:8][CH2:15][O:17][CH3:18])=[CH:6][CH:5]=1 |f:0.1|. Procedure: Stir a suspension of sodium hydride (60% in mineral oil, 3.81 g, 95.45 mmol) in anhydrous DMF (50 mL) under nitrogen atmosphere at 0° C. and add a solution of hydroquinone (5.00 g, 45.45 mmol) in anhydrous DMF (50 mL) dropwise. Add to this suspension methoxymethyl chloride (7.2 mL, 95.45 mmol) dropwise with additional gas evolution noted. Allow the reaction to warm to ambient temperature and stir for one hour. Quench the reaction with water and add diethyl ether. Wash the organic layer with 1N s... Run in COCCOC (1,2-dimethoxyethane), C(C)(=O)OCC (ethyl acetate). Reaction SMILES: Cl[C:2]1[C:7]([N+:8]([O-:10])=[O:9])=[CH:6][CH:5]=[CH:4][N:3]=1.[NH2:11][C:12]1[CH:13]=[C:14](B(O)O)[CH:15]=[CH:16][CH:17]=1.C(=O)([O-])[O-].[Na+].[Na+]>COCCOC.C(OCC)(=O)C.[Pd].C1(P(C2C=CC=CC=2)C2C=CC=CC=2)C=CC=CC=1.C1(P(C2C=CC=CC=2)C2C=CC=CC=2)C=CC=CC=1.C1(P(C2C=CC=CC=2)C2C=CC=CC=2)C=CC=CC=1.C1(P(C2C=CC=CC=2)C2C=CC=CC=2)C=CC=CC=1>[N+:8]([C:7]1[C:2]([C:16]2[CH:17]=[C:12]([CH:13]=[CH:14][CH:15]=2)[NH2:11])=[N:3][CH:4]=[CH:5][CH:6]=1)([O-:10])=[O:9] |f:2.3.4,7.8.9.10.11|. Isolated yield 41.4%. The reactants are ClC1=NC=CC=C1[N+](=O)[O-] (2-chloro-3-nitropyridine), NC=1C=C(C=CC1)B(O)O (3-aminophenylboronic acid), aqueous solution, C([O-])([O-])=O.[Na+].[Na+] (sodium carbonate). Procedure details: To a suspension of 2-chloro-3-nitropyridine (792 mg), 3-aminophenylboronic acid (1.01 g) and tetrakis(triphenylphosphine)-palladium (289 mg) in 1,2-dimethoxyethane (20 ml) was added 2M aqueous solution of sodium carbonate (6.5 ml). The mixture was stirred at 80° C. for 7 hours under a nitrogen atmosphere, then cooled to room temperature and diluted with ethyl acetate. The organic layer was separated, washed with water and brine and dried over sodium sulfate. The solvent was evaporated under redu... Yields the product [N+](=O)([O-])C=1C(=NC=CC1)C=1C=C(N)C=CC1 (3-(3-nitropyridin-2-yl)-aniline). Reaction conditions: temperature 80 celsius, time 7 hour. The reagents and catalysts are [Pd].C1(=CC=CC=C1)P(C1=CC=CC=C1)C1=CC=CC=C1.C1(=CC=CC=C1)P(C1=CC=CC=C1)C1=CC=CC=C1.C1(=CC=CC=C1)P(C1=CC=CC=C1)C1=CC=CC=C1.C1(=CC=CC=C1)P(C1=CC=CC=C1)C1=CC=CC=C1 (tetrakis(triphenylphosphine)-palladium). The reactants are CC(C)(C)OC(=O)NN1CCC(O)C1, ClCCl, CS(=O)(=O)Cl, CCN(C(C)C)C(C)C. Yields the product CC(C)(C)OC(=O)NN1CCC(OS(C)(=O)=O)C1. Reaction SMILES: [C:1]([CH3:2])([CH3:3])([CH3:4])[O:5][C:6](=[O:7])[NH:8][N:9]1[CH2:10][CH:11]([OH:14])[CH2:12][CH2:13]1.[CH2:29]([Cl:30])[Cl:31].[CH3:24][S:25]([Cl:26])(=[O:27])=[O:28].[CH:15]([N:16]([CH2:17][CH3:18])[CH:19]([CH3:20])[CH3:21])([CH3:22])[CH3:23]>>[C:1]([CH3:2])([CH3:3])([CH3:4])[O:5][C:6](=[O:7])[NH:8][N:9]1[CH2:10][CH:11]([O:14][S:25]([CH3:24])(=[O:27])=[O:28])[CH2:12][CH2:13]1. The reactants are CC[N+](CC)(CC)CC, CO, [Cl-], O=C(O)c1cc(C(F)(F)F)cc([N+](=O)[O-])c1Cl, Cl, [Na+], [OH-], O. The product is O=C(O)c1cc(C(F)(F)F)cc([N+](=O)[O-])c1O. RXN SMILES: [CH2:24]([N+:25]([CH2:26][CH3:27])([CH2:28][CH3:29])[CH2:30][CH3:31])[CH3:32].[CH3:18][OH:19].[Cl-:23].[Cl:1][c:2]1[c:3]([C:4](=[O:5])[OH:6])[cH:7][c:8]([C:14]([F:15])([F:16])[F:17])[cH:9][c:10]1[N+:11](=[O:12])[O-:13].[ClH:22].[Na+:21].[OH-:20].[OH2:33]>>[c:2]1([OH:19])[c:3]([C:4](=[O:5])[OH:6])[cH:7][c:8]([C:14]([F:15])([F:16])[F:17])[cH:9][c:10]1[N+:11](=[O:12])[O-:13]. Reactants: BrC(Br)(Br)Br, COC(=O)c1cc(CO)cc(C(C)(C)C)c1, ClCCl, c1ccc(P(c2ccccc2)c2ccccc2)cc1. The product is COC(=O)c1cc(CBr)cc(C(C)(C)C)c1. As a reaction SMILES: [C:17]([Br:18])([Br:19])([Br:20])[Br:21].[C:1]([CH3:2])([CH3:3])([CH3:4])[c:5]1[cH:6][c:7]([C:8](=[O:9])[O:10][CH3:11])[cH:12][c:13]([CH2:15][OH:16])[cH:14]1.[Cl:41][CH2:42][Cl:43].[c:22]1([P:23]([c:24]2[cH:25][cH:26][cH:27][cH:28][cH:29]2)[c:30]2[cH:31][cH:32][cH:33][cH:34][cH:35]2)[cH:36][cH:37][cH:38][cH:39][cH:40]1>>[C:1]([CH3:2])([CH3:3])([CH3:4])[c:5]1[cH:6][c:7]([C:8](=[O:9])[O:10][CH3:11])[cH:12][c:13]([CH2:15][Br:18])[cH:14]1. RXN SMILES: [CH3:26][CH2:27][O:28][C:29]([CH3:30])=[O:31].[CH:6]([CH3:7])([CH3:8])[c:9]1[nH:10][c:11]2[cH:12][c:13]([N+:18](=[O:19])[O-:20])[cH:14][cH:15][c:16]2[cH:17]1.[O:21]=[CH:22][N:23]([CH3:24])[CH3:25].[P:1]([Cl:2])([Cl:3])([Cl:4])=[O:5]>>[CH:6]([CH3:7])([CH3:8])[c:9]1[nH:10][c:11]2[cH:12][c:13]([N+:18](=[O:19])[O-:20])[cH:14][cH:15][c:16]2[c:17]1[CH:22]=[O:21]. Yields the product CC(C)c1[nH]c2cc([N+](=O)[O-])ccc2c1C=O. The reactants are CCOC(C)=O, CC(C)c1cc2ccc([N+](=O)[O-])cc2[nH]1, CN(C)C=O, O=P(Cl)(Cl)Cl. Starting materials: [Br-], CC(C)(C)OC(=O)N1CCC(CO)C1, O=C([O-])O, CC1(C)CCCC(C)(C)N1O, [O-]Cl, ClCCl, [Na+], [Na+], [Na+]. Product: CC(C)(C)OC(=O)N1CCC(C=O)C1. RXN SMILES: [Br-:27].[C:1]([CH3:2])([CH3:3])([CH3:4])[O:5][C:6](=[O:7])[N:8]1[CH2:9][CH:10]([CH2:13][OH:14])[CH2:11][CH2:12]1.[C:31](=[O:32])([OH:33])[O-:34].[CH3:15][C:16]1([CH3:25])[N:17]([O:18])[C:19]([CH3:20])([CH3:21])[CH2:22][CH2:23][CH2:24]1.[Cl:28][O-:29].[Cl:36][CH2:37][Cl:38].[Na+:26].[Na+:30].[Na+:35]>>[C:1]([CH3:2])([CH3:3])([CH3:4])[O:5][C:6](=[O:7])[N:8]1[CH2:9][CH:10]([CH:13]=[O:14])[CH2:11][CH2:12]1.